The task is: describe an organic reaction: reactants, conditions, products, and yield. This data is from the Open Reaction Database (ORD), a public repository of structured organic reaction records. Reaction SMILES: [B:35]([Br:36])([Br:37])[Br:38].[Br:1][c:2]1[cH:3][c:4]2[c:13]([cH:14][cH:15]1)[N:12]([S:16](=[O:17])(=[O:18])[c:19]1[cH:20][cH:21][c:22]([O:25][CH3:26])[cH:23][cH:24]1)[CH:11]([CH2:27][CH3:28])[c:10]1[c:5]-2[cH:6][cH:7][cH:8][cH:9]1.[CH2:29]1[CH2:30][CH:31]=[CH:32][CH2:33][CH2:34]1.[Cl:39][CH2:40][Cl:41]>>[Br:1][c:2]1[cH:3][c:4]2[c:13]([cH:14][cH:15]1)[N:12]([S:16](=[O:17])(=[O:18])[c:19]1[cH:20][cH:21][c:22]([OH:25])[cH:23][cH:24]1)[CH:11]([CH2:27][CH3:28])[c:10]1[c:5]-2[cH:6][cH:7][cH:8][cH:9]1. Product: CCC1c2ccccc2-c2cc(Br)ccc2N1S(=O)(=O)c1ccc(O)cc1. Reactants: BrB(Br)Br, CCC1c2ccccc2-c2cc(Br)ccc2N1S(=O)(=O)c1ccc(OC)cc1, C1=CCCCC1, ClCCl. The product is CN1CCN(c2ccc(Nc3ncc(-c4ccc(C(N)=O)cc4F)n4ccnc34)cc2)CC1. Starting materials: CN1CCN(c2ccc(Nc3ncc(Br)n4ccnc34)cc2)CC1, O=C([O-])[O-], CC1(C)OB(c2ccc(C(N)=O)cc2F)OC1(C)C, [Na+], [Na+], C1COCCO1, CN(C)C=O, c1ccc(P(c2ccccc2)(c2ccccc2)[Pd](P(c2ccccc2)(c2ccccc2)c2ccccc2)(P(c2ccccc2)(c2ccccc2)c2ccccc2)P(c2ccccc2)(c2ccccc2)c2ccccc2)cc1. RXN SMILES: [Br:20][c:21]1[cH:22][n:23][c:24]([NH:30][c:31]2[cH:32][cH:33][c:34]([N:37]3[CH2:38][CH2:39][N:40]([CH3:43])[CH2:41][CH2:42]3)[cH:35][cH:36]2)[c:25]2[n:26]1[cH:27][cH:28][n:29]2.[C:55](=[O:56])([O-:57])[O-:58].[F:1][c:2]1[cH:3][c:4]([C:5](=[O:6])[NH2:7])[cH:8][cH:9][c:10]1[B:11]1[O:12][C:13]([CH3:14])([CH3:15])[C:16]([CH3:17])([CH3:18])[O:19]1.[Na+:59].[Na+:60].[O:44]1[CH2:45][CH2:46][O:47][CH2:48][CH2:49]1.[O:50]=[CH:51][N:52]([CH3:53])[CH3:54].[cH:61]1[cH:62][cH:63][c:64]([P:65]([Pd:66]([P:67]([c:68]2[cH:69][cH:70][cH:71][cH:72][cH:73]2)([c:74]2[cH:75][cH:76][cH:77][cH:78][cH:79]2)[c:80]2[cH:81][cH:82][cH:83][cH:84][cH:85]2)([P:86]([c:87]2[cH:88][cH:89][cH:90][cH:91][cH:92]2)([c:93]2[cH:94][cH:95][cH:96][cH:97][cH:98]2)[c:99]2[cH:100][cH:101][cH:102][cH:103][cH:104]2)[P:105]([c:106]2[cH:107][cH:108][cH:109][cH:110][cH:111]2)([c:112]2[cH:113][cH:114][cH:115][cH:116][cH:117]2)[c:118]2[cH:119][cH:120][cH:121][cH:122][cH:123]2)([c:124]2[cH:125][cH:126][cH:127][cH:128][cH:129]2)[c:130]2[cH:131][cH:132][cH:133][cH:134][cH:135]2)[cH:136][cH:137]1>>[F:1][c:2]1[cH:3][c:4]([C:5](=[O:6])[NH2:7])[cH:8][cH:9][c:10]1-[c:21]1[cH:22][n:23][c:24]([NH:30][c:31]2[cH:32][cH:33][c:34]([N:37]3[CH2:38][CH2:39][N:40]([CH3:43])[CH2:41][CH2:42]3)[cH:35][cH:36]2)[c:25]2[n:26]1[cH:27][cH:28][n:29]2.